This data is from the Open Reaction Database (ORD), a public repository of structured organic reaction records. The task is: describe an organic reaction: reactants, conditions, products, and yield The reactants are NC1=C(C=C(C=C1)OC1=C(C=C(C=O)C=C1)Cl)[N+](=O)[O-] (4-[(4-Amino-3-nitrophenyl)oxy]-3-chlorobenzaldehyde), C(CO)O (ethylene glycol), C1(=CC=C(C=C1)S(=O)(=O)O)C (p-toluenesulfonic acid). Run in C1(=CC=CC=C1)C (toluene), C(C)(=O)OCC (ethyl acetate). Yields the product ClC1=C(C=CC(=C1)C1OCCO1)OC1=CC(=C(N)C=C1)[N+](=O)[O-] (4-{[2-chloro-4-(1,3-dioxolan-2-yl)phenyl]oxy}-2-nitroaniline). Reaction SMILES: [NH2:1][C:2]1[CH:7]=[CH:6][C:5]([O:8][C:9]2[CH:16]=[CH:15][C:12]([CH:13]=[O:14])=[CH:11][C:10]=2[Cl:17])=[CH:4][C:3]=1[N+:18]([O-:20])=[O:19].[CH2:21](O)[CH2:22][OH:23].C1(C)C=CC(S(O)(=O)=O)=CC=1>C1(C)C=CC=CC=1.C(OCC)(=O)C>[Cl:17][C:10]1[CH:11]=[C:12]([CH:13]2[O:23][CH2:22][CH2:21][O:14]2)[CH:15]=[CH:16][C:9]=1[O:8][C:5]1[CH:6]=[CH:7][C:2]([NH2:1])=[C:3]([N+:18]([O-:20])=[O:19])[CH:4]=1. Procedure: 4-[(4-Amino-3-nitrophenyl)oxy]-3-chlorobenzaldehyde (1.16 g, 5.3 mmol), ethylene glycol (5 ml) and p-toluenesulfonic acid (50 mg) in 150 mL of toluene was heated at 120 degrees centigrade with a Dean-Stark trap for 24 hours. The reaction mixture was diluted with ethyl acetate and washed twice with 1N NaOH. The organic layer was dried over MgSO4 and concentrated to give 4-{[2-chloro-4-(1,3-dioxolan-2-yl)phenyl]oxy}-2-nitroaniline. (M+1) 336.9, 2.60 min (LC/MS method B) Reactants: C(C)(C)(C)OC(NC1(COC(OC1)(C)C)CCC1=CC(=C(C=C1)OCCCC=1C=C2CCC(C2=CC1)=O)C(F)(F)F)=O ([5-(2-{4-[3-(1-indanon-5-yl)propoxy]-3-trifluoromethylphenyl}ethyl)-2,2-dimethyl-1,3-dioxan-5-yl]carbamic acid t-butyl ester), Cl (hydrochloric acid). The solvent is C(C)O (ethanol). Reaction conditions: temperature 80 celsius, time 1 hour. The product is Cl.NC(CO)(CO)CCC1=CC(=C(C=C1)OCCCC=1C=C2CCC(C2=CC1)=O)C(F)(F)F (2-amino-2-(2-{4-[3-(1-indanon-5-yl)propoxy]-3-trifluoromethylphenyl}ethyl)propane-1,3-diol hydrochloride). Reaction SMILES: C(OC(=O)[NH:7][C:8]1([CH2:16][CH2:17][C:18]2[CH:23]=[CH:22][C:21]([O:24][CH2:25][CH2:26][CH2:27][C:28]3[CH:29]=[C:30]4[C:34](=[CH:35][CH:36]=3)[C:33](=[O:37])[CH2:32][CH2:31]4)=[C:20]([C:38]([F:41])([F:40])[F:39])[CH:19]=2)[CH2:13][O:12]C(C)(C)[O:10][CH2:9]1)(C)(C)C.[ClH:43]>C(O)C>[ClH:43].[NH2:7][C:8]([CH2:16][CH2:17][C:18]1[CH:23]=[CH:22][C:21]([O:24][CH2:25][CH2:26][CH2:27][C:28]2[CH:29]=[C:30]3[C:34](=[CH:35][CH:36]=2)[C:33](=[O:37])[CH2:32][CH2:31]3)=[C:20]([C:38]([F:39])([F:40])[F:41])[CH:19]=1)([CH2:13][OH:12])[CH2:9][OH:10] |f:3.4|. Procedure: Compound 56-4 (840 mg) was dissolved in ethanol (15 ml), concentrated hydrochloric acid (1.5 ml) was added, and the mixture was stirred at 80° C. for 1 hr. The reaction mixture was concentrated, and the residue was washed with diethyl ether to give a white powder. The white powder was purified by HPLC, the obtained residue was converted to hydrochloride by adding hydrogen chloride containing ether (1 mol/l, 15 ml), and the precipitate was collected by filtration and dried to give the object prod... Reactants: CC1=NC2=C(N1)C(=CC(=C2)N2CCOCC2)C(=O)OC (methyl 2-methyl-5-(4-morpholinyl)-1H-benzimidazole-7-carboxylate), [OH-].[Li+] (lithium hydroxide), CC1=C(CBr)C=CC=C1 (2-methylbenzyl bromide), C([O-])([O-])=O.[K+].[K+] (potassium carbonate). Solvent: CN(C=O)C (N,N-Dimethylformamide), O (water), O1CCCC1 (tetrahydrofuran). Reaction conditions: temperature 80 celsius, time 3 hour. The product is CC1=NC2=C(N1CC1=C(C=CC=C1)C)C=C(C=C2C(=O)O)N2CCOCC2 (2-methyl-1-[(2-methylphenyl)methyl]-6-(4-morpholinyl)-1H-benzimidazole-4-carboxylic acid). Yield: 57.5%. RXN SMILES: [CH3:1][C:2]1[NH:6][C:5]2[C:7]([C:17]([O:19]C)=[O:18])=[CH:8][C:9]([N:11]3[CH2:16][CH2:15][O:14][CH2:13][CH2:12]3)=[CH:10][C:4]=2[N:3]=1.[CH3:21][C:22]1[CH:29]=[CH:28][CH:27]=[CH:26][C:23]=1[CH2:24]Br.C(=O)([O-])[O-].[K+].[K+].[OH-].[Li+]>CN(C)C=O.O1CCCC1.O>[CH3:1][C:2]1[N:3]([CH2:21][C:22]2[CH:29]=[CH:28][CH:27]=[CH:26][C:23]=2[CH3:24])[C:4]2[CH:10]=[C:9]([N:11]3[CH2:12][CH2:13][O:14][CH2:15][CH2:16]3)[CH:8]=[C:7]([C:17]([OH:19])=[O:18])[C:5]=2[N:6]=1 |f:2.3.4,5.6|. Reported procedure: To a solution of methyl 2-methyl-5-(4-morpholinyl)-1H-benzimidazole-7-carboxylate, prepared as described in Example 26, step d (0.2 g, 0.726 mmol) in N,N-Dimethylformamide (DMF) (10 mL) was added 2-methylbenzyl bromide (0.145 mL, 1.090 mmol) and potassium carbonate (0.301 g, 2.179 mmol). The resulting reaction mixture was stirred for 3 h at 80° C. The solution was cooled to room temperature and poured into water and was extracted with EtOAc. The combined organic phase was washed with Brine and c... The reactants are FC(C1=C(C=CC=C1)C1C(=C(NC(=C1C(=O)OCC)C)C)C(=O)OCC)(F)F (diethyl 1,4-dihydro-4-(2-trifluoromethylphenyl)-2,6-dimethyl-3,5-pyridine dicarboxylate), FC(C1=C(C=CC=C1)N=C(C1=CC=CC=C1)Cl)(F)F (N-(2-trifluoromethylphenyl)-benzimidoyl chloride). Yields the product CC=1NC=2C=C(N(C(C2C(C1C(=O)OCC)C1=C(C=CC=C1)C(F)(F)F)=O)C1=C(C=CC=C1)C(F)(F)F)C1=CC=CC=C1 (Ethyl 1,4,5,6-Tetrahydro-2-methyl-4(2-trifluoromethylphenyl)-5-oxo-6-(2-trifluoromethylphenyl)-7-phenyl-1,6-naphthyridine-3-carboxylate). As a reaction SMILES: [F:1][C:2]([F:28])([F:27])[C:3]1[CH:8]=[CH:7][CH:6]=[CH:5][C:4]=1[CH:9]1[C:14]([C:15](OCC)=[O:16])=[C:13]([CH3:20])[NH:12][C:11]([CH3:21])=[C:10]1[C:22]([O:24][CH2:25][CH3:26])=[O:23].[F:29][C:30]([F:47])([F:46])[C:31]1[CH:36]=[CH:35][CH:34]=[CH:33][C:32]=1[N:37]=[C:38](Cl)[C:39]1[CH:44]=[CH:43][CH:42]=[CH:41][CH:40]=1>>[CH3:21][C:11]1[NH:12][C:13]2[CH:20]=[C:38]([C:39]3[CH:44]=[CH:43][CH:42]=[CH:41][CH:40]=3)[N:37]([C:32]3[CH:33]=[CH:34][CH:35]=[CH:36][C:31]=3[C:30]([F:47])([F:46])[F:29])[C:15](=[O:16])[C:14]=2[CH:9]([C:4]2[CH:5]=[CH:6][CH:7]=[CH:8][C:3]=2[C:2]([F:28])([F:1])[F:27])[C:10]=1[C:22]([O:24][CH2:25][CH3:26])=[O:23]. Procedure: This product is obtained using the procedure of Example 1 from diethyl 1,4-dihydro-4-(2-trifluoromethylphenyl)-2,6-dimethyl-3,5-pyridine dicarboxylate and N-(2-trifluoromethylphenyl)-benzimidoyl chloride (4.7 g, 15.5%). The reactants are C(C)(C)(C)OC(N(C1=CC=NC=C1)CCOC1=CC(=CC(=C1)C(N(C1=CC=CC=C1)CC)=O)Cl)=O ({2-[3-chloro-5-(ethyl-phenyl-carbamoyl)-phenoxy]-ethyl}-pyridin-4-yl-carbamic acid tert-butyl ester). Run in ClCCl (dichloromethane), FC(C(=O)O)(F)F (trifluoroacetic acid). Conditions: time 90 minute. The product is Cl.ClC=1C=C(C(=O)N(C2=CC=CC=C2)CC)C=C(C1)OCCNC1=CC=NC=C1 (3-Chloro-N-ethyl-N-phenyl-5-[2-(pyridin-4-ylamino)-ethoxy]-benzamide hydrochloride). Isolated yield 195.0%. As a reaction SMILES: C(OC(=O)[N:7]([CH2:14][CH2:15][O:16][C:17]1[CH:22]=[C:21]([C:23](=[O:33])[N:24]([CH2:31][CH3:32])[C:25]2[CH:30]=[CH:29][CH:28]=[CH:27][CH:26]=2)[CH:20]=[C:19]([Cl:34])[CH:18]=1)[C:8]1[CH:13]=[CH:12][N:11]=[CH:10][CH:9]=1)(C)(C)C>ClCCl.FC(F)(F)C(O)=O>[ClH:34].[Cl:34][C:19]1[CH:20]=[C:21]([CH:22]=[C:17]([O:16][CH2:15][CH2:14][NH:7][C:8]2[CH:9]=[CH:10][N:11]=[CH:12][CH:13]=2)[CH:18]=1)[C:23]([N:24]([CH2:31][CH3:32])[C:25]1[CH:30]=[CH:29][CH:28]=[CH:27][CH:26]=1)=[O:33] |f:3.4|. Reported procedure: A solution {2-[3-chloro-5-(ethyl-phenyl-carbamoyl)-phenoxy]-ethyl}-pyridin-4-yl-carbamic acid tert-butyl ester (0.080 g) in a mixture of dichloromethane (1 ml) and trifluoroacetic acid (1 ml) was stored at room temperature for 90 min and then concentrated under reduced pressure. The residue was triturated with ethereal hydrogen chloride to give the title compound (0.068 g) as a colourless solid.